From a dataset of the Open Reaction Database (ORD), a public repository of structured organic reaction records. describe an organic reaction: reactants, conditions, products, and yield Starting materials: OC1CN(C1)C(=O)N1CC(CC(C1)C1=CC=C(C=C1)OC(F)(F)F)C(=O)O (1-[(3-Hydroxyazetidin-1-yl)carbonyl]-5-[4-(trifluoromethoxy)phenyl]piperidine-3-carboxylic acid), ON=C(C(C)C)N (N′-hydroxy-2-methylpropanimidamide). Product: OC1CN(C1)C(=O)N1CC(CC(C1)C1=CC=C(C=C1)OC(F)(F)F)C1=NC(=NO1)C(C)C ((3-Hydroxyazetidin-1-yl){3-[3-(propan-2-yl)-1,2,4-oxadiazol-5-yl]-5-[4-(trifluoromethoxy)phenyl]piperidin-1-yl}methanone). As a reaction SMILES: [OH:1][CH:2]1[CH2:5][N:4]([C:6]([N:8]2[CH2:13][CH:12]([C:14]3[CH:19]=[CH:18][C:17]([O:20][C:21]([F:24])([F:23])[F:22])=[CH:16][CH:15]=3)[CH2:11][CH:10]([C:25]([OH:27])=O)[CH2:9]2)=[O:7])[CH2:3]1.O[N:29]=[C:30]([NH2:34])[CH:31]([CH3:33])[CH3:32]>>[OH:1][CH:2]1[CH2:5][N:4]([C:6]([N:8]2[CH2:13][CH:12]([C:14]3[CH:15]=[CH:16][C:17]([O:20][C:21]([F:23])([F:24])[F:22])=[CH:18][CH:19]=3)[CH2:11][CH:10]([C:25]3[O:27][N:34]=[C:30]([CH:31]([CH3:33])[CH3:32])[N:29]=3)[CH2:9]2)=[O:7])[CH2:3]1. Procedure: 185 mg (about 0.400 mmol) of the compound from Example 110A and 55 mg (0.600 mmol) of N′-hydroxy-2-methylpropanimidamide were reacted according to the General Method 2. Yield: 28 mg (16% of theory) Reagents/catalysts: CC(C)([P](C(C)(C)C)([Pd][P](C(C)(C)C)(C(C)(C)C)C(C)(C)C)C(C)(C)C)C (Pd(PtBu3)2). Reaction SMILES: Br[C:2]1[CH:24]=[CH:23][C:5]2[C:6]3[N:7]([CH:11]=[C:12]([C:14]4[N:18]([CH:19]([CH3:21])[CH3:20])[N:17]=[C:16]([CH3:22])[N:15]=4)[N:13]=3)[CH2:8][CH2:9][O:10][C:4]=2[CH:3]=1.Cl.[NH:26]1[CH2:30][CH2:29][CH2:28][CH:27]1[CH:31]1[CH2:36][CH2:35][N:34]([CH:37]2[CH2:42][CH2:41][O:40][CH2:39][CH2:38]2)[CH2:33][CH2:32]1>C1(C)C=CC=CC=1.CC(C)([P](C(C)(C)C)([Pd][P](C(C)(C)C)(C(C)(C)C)C(C)(C)C)C(C)(C)C)C>[CH:19]([N:18]1[C:14]([C:12]2[N:13]=[C:6]3[C:5]4[CH:23]=[CH:24][C:2]([N:26]5[CH2:30][CH2:29][CH2:28][CH:27]5[CH:31]5[CH2:36][CH2:35][N:34]([CH:37]6[CH2:42][CH2:41][O:40][CH2:39][CH2:38]6)[CH2:33][CH2:32]5)=[CH:3][C:4]=4[O:10][CH2:9][CH2:8][N:7]3[CH:11]=2)=[N:15][C:16]([CH3:22])=[N:17]1)([CH3:21])[CH3:20] |f:1.2,^1:52,58|. Solvent: C1(=CC=CC=C1)C (toluene). The reactants are BrC1=CC2=C(C=3N(CCO2)C=C(N3)C3=NC(=NN3C(C)C)C)C=C1 (9-bromo-2-(1-isopropyl-3-methyl-1H-1,2,4-triazol-5-yl)-5,6-dihydrobenzo[f]imidazo[1,2-d][1,4]oxazepine), Cl.N1C(CCC1)C1CCN(CC1)C1CCOCC1 (4-(pyrrolidin-2-yl)-1-(tetrahydro-2H-pyran-4-yl)piperidine hydrochloride), Na2OtBu. Yields the product C(C)(C)N1N=C(N=C1C=1N=C2N(CCOC3=C2C=CC(=C3)N3C(CCC3)C3CCN(CC3)C3CCOCC3)C1)C (2-(1-isopropyl-3-methyl-1H-1,2,4-triazol-5-yl)-9-(2-(1-(tetrahydro-2H-pyran-4-yl)piperidin-4-yl)pyrrolidin-1-yl)-5,6-dihydrobenzo[f]imidazo[1,2-d][1,4]oxazepine). Reported procedure: A mixture of 9-bromo-2-(1-isopropyl-3-methyl-1H-1,2,4-triazol-5-yl)-5,6-dihydrobenzo[f]imidazo[1,2-d][1,4]oxazepine (200 mg, 0.516 mmol), 4-(pyrrolidin-2-yl)-1-(tetrahydro-2H-pyran-4-yl)piperidine hydrochloride (354 mg, 1.29 mmol), Pd(PtBu3)2 (20 mg, 0.04 mmol), Na2OtBu (148 mg, 1.55 mmol) in toluene (5.0 ml) in a seal tube was degassed with N2 for three times. The mixture was stirred at 110° C. for 120 min. The solid was filtered through Celite. The filtrate was concentrated to give the crude p... The yield is 4.6%. Reaction conditions: temperature 110 celsius, time 120 minute. The reactants are Fc1cc(Br)c(F)c(F)c1F, COc1ccc2c(Cc3ccc(OCCN4CCCCC4)cc3)c(OS(=O)(=O)C(F)(F)F)ccc2c1, CC#N, [Cs+], [F-]. Product: COc1ccc2c(Cc3ccc(OCCN4CCCCC4)cc3)c(-c3cc(F)c(F)c(F)c3F)ccc2c1. Reaction SMILES: [Br:39][c:40]1[c:41]([F:49])[c:42]([F:48])[c:43]([F:47])[c:44]([F:46])[cH:45]1.[CH3:1][O:2][c:3]1[cH:4][c:5]2[cH:6][cH:7][c:8]([O:29][S:30]([C:31]([F:32])([F:33])[F:34])(=[O:35])=[O:36])[c:9]([CH2:13][c:14]3[cH:15][cH:16][c:17]([O:20][CH2:21][CH2:22][N:23]4[CH2:24][CH2:25][CH2:26][CH2:27][CH2:28]4)[cH:18][cH:19]3)[c:10]2[cH:11][cH:12]1.[CH3:50][C:51]#[N:52].[Cs+:38].[F-:37]>>[CH3:1][O:2][c:3]1[cH:4][c:5]2[cH:6][cH:7][c:8](-[c:40]3[c:41]([F:49])[c:42]([F:48])[c:43]([F:47])[c:44]([F:46])[cH:45]3)[c:9]([CH2:13][c:14]3[cH:15][cH:16][c:17]([O:20][CH2:21][CH2:22][N:23]4[CH2:24][CH2:25][CH2:26][CH2:27][CH2:28]4)[cH:18][cH:19]3)[c:10]2[cH:11][cH:12]1. Reactants: NC1=CC=CC=2C(C3=CC=CC=C3C(C12)=O)=O (1-aminoanthraquinone), BrBr.CO (bromine methanol). The product is NC1=CC=C(C=2C(C3=CC=CC=C3C(C12)=O)=O)Br (1-amino-4-bromo-anthraquinone). RXN SMILES: [NH2:1][C:2]1[C:15]2[C:14](=[O:16])[C:13]3[C:8](=[CH:9][CH:10]=[CH:11][CH:12]=3)[C:7](=[O:17])[C:6]=2[CH:5]=[CH:4][CH:3]=1.[Br:18]Br.CO>>[NH2:1][C:2]1[C:15]2[C:14](=[O:16])[C:13]3[C:8](=[CH:9][CH:10]=[CH:11][CH:12]=3)[C:7](=[O:17])[C:6]=2[C:5]([Br:18])=[CH:4][CH:3]=1 |f:1.2|. Procedure details: halogenating said compound (B) by diluting the reaction mixture with a protic solvent and introducing a bromine/methanol mixture at -20° to +70° C. to give 1-amino-4-bromo-anthraquinone (C), Starting materials: FC(C1=CC(=NC=2N1N=CC2C(=O)O)C2=CC(=C(C=C2)C(F)(F)F)OCC)F (7-difluoromethyl-5-(3-ethoxy-4-trifluoromethyl-phenyl)-pyrazolo[1,5-a]pyrimidine-3-carboxylic acid), NC=1C=C(C=CC1)S(=O)(=O)NC1CC1 (3-amino-N-cyclopropyl-benzenesulfonamide). Yields the product C1(CC1)NS(=O)(=O)C=1C=C(C=CC1)NC(=O)C=1C=NN2C1N=C(C=C2C(F)F)C2=CC(=C(C=C2)C(F)(F)F)OCC (7-Difluoromethyl-5-(3-ethoxy-4-trifluoromethyl-phenyl)-pyrazolo[1,5-a]pyrimidine-3-carboxylic acid(3-cyclopropylsulfamoyl-phenyl)-amide). Reaction SMILES: [F:1][CH:2]([F:28])[C:3]1[N:8]2[N:9]=[CH:10][C:11]([C:12]([OH:14])=O)=[C:7]2[N:6]=[C:5]([C:15]2[CH:20]=[CH:19][C:18]([C:21]([F:24])([F:23])[F:22])=[C:17]([O:25][CH2:26][CH3:27])[CH:16]=2)[CH:4]=1.[NH2:29][C:30]1[CH:31]=[C:32]([S:36]([NH:39][CH:40]2[CH2:42][CH2:41]2)(=[O:38])=[O:37])[CH:33]=[CH:34][CH:35]=1>>[CH:40]1([NH:39][S:36]([C:32]2[CH:31]=[C:30]([NH:29][C:12]([C:11]3[CH:10]=[N:9][N:8]4[C:3]([CH:2]([F:1])[F:28])=[CH:4][C:5]([C:15]5[CH:20]=[CH:19][C:18]([C:21]([F:24])([F:22])[F:23])=[C:17]([O:25][CH2:26][CH3:27])[CH:16]=5)=[N:6][C:7]=34)=[O:14])[CH:35]=[CH:34][CH:33]=2)(=[O:38])=[O:37])[CH2:42][CH2:41]1. Procedure: The title compound was prepared from 7-difluoromethyl-5-(3-ethoxy-4-trifluoromethyl-phenyl)-pyrazolo[1,5-a]pyrimidine-3-carboxylic acid (example C.12) and 3-amino-N-cyclopropyl-benzenesulfonamide [CAS 459434-39-0] according to general procedure II. Yellow solid. MS (ISP) 594.1 [(M−H)−]; mp 213° C. The reactants are O (Water), [OH-].[Na+] (NaOH), CC(=O)C (acetone), C(C1=CC=CC=C1)N1N=C(C2=CC=CC=C12)CO (1-benzyl3-hydroxymethyl-indazole), C(Cl)(Cl)Cl (chloroform). The product is C(C1=CC=CC=C1)N1N=C(C2=CC=CC=C12)CO (1-benzyl-3-hydroxymethyl-indazole), OC(C(=O)O)(C)C (2-hydroxy-2-methyl-propionic acid), Compound I. Reaction SMILES: [OH-:1].[Na+].CC(C)=[O:5].[CH2:7]([N:14]1[C:22]2[C:17](=[CH:18][CH:19]=[CH:20][CH:21]=2)[C:16]([CH2:23][OH:24])=[N:15]1)[C:8]1[CH:13]=[CH:12][CH:11]=[CH:10][CH:9]=1.C(Cl)(Cl)Cl.[OH2:29]>>[CH2:7]([N:14]1[C:22]2[C:17](=[CH:18][CH:19]=[CH:20][CH:21]=2)[C:16]([CH2:23][OH:24])=[N:15]1)[C:8]1[CH:9]=[CH:10][CH:11]=[CH:12][CH:13]=1.[OH:1][C:17]([CH3:16])([CH3:22])[C:18]([OH:5])=[O:29] |f:0.1|. Reported procedure: Into a round-bottomed flask, provided with a vigorous stirrer, 1.9 g of NaOH, 10 g of acetone and 2.38 g of 1-benzyl3-hydroxymethyl-indazole, prepared as described above, are successively added. 1.6 g of chloroform are then added (exothermic reaction) and the mixture is heated for two hours on a water bath. Water is added, the reaction mixture is washed with ethyl acetate and the aqueous solution is acidified. The residue is recrystallized from a mixture of hexane/ethyl acetate 1:1. The ether of... Reactants: O (water), ClC1=NC=NC(=C1C(C)=O)NC=1C=NC(=CC1)S(=O)(=O)C (1-[4-chloro-6-(6-methanesulfonyl-pyridin-3-ylamino)-pyrimidin-5-yl]-ethanone), Cl.C(C)(C)C1=NOC(=N1)C1CCNCC1 (4-(3-isopropyl-[1,2,4]oxadiazol-5-yl)-piperidine hydrochloride), C([O-])([O-])=O.[K+].[K+] (potassium carbonate). The solvent is CN(C=O)C (N,N-dimethyl formamide). Yields the product C(C)(C)C1=NOC(=N1)C1CCN(CC1)C1=NC=NC(=C1C(C)=O)NC=1C=NC(=CC1)S(=O)(=O)C (1-[4-[4-(3-Isopropyl-[1,2,4]oxadiazol-5-yl)-piperidin-1-yl]-6-(6-methanesulfonyl-pyridin-3-ylamino)-pyrimidin-5-yl]-ethanone). Isolated yield 30.4%. Reaction SMILES: Cl[C:2]1[C:7]([C:8](=[O:10])[CH3:9])=[C:6]([NH:11][C:12]2[CH:13]=[N:14][C:15]([S:18]([CH3:21])(=[O:20])=[O:19])=[CH:16][CH:17]=2)[N:5]=[CH:4][N:3]=1.Cl.[CH:23]([C:26]1[N:30]=[C:29]([CH:31]2[CH2:36][CH2:35][NH:34][CH2:33][CH2:32]2)[O:28][N:27]=1)([CH3:25])[CH3:24].C(=O)([O-])[O-].[K+].[K+].O>CN(C)C=O>[CH:23]([C:26]1[N:30]=[C:29]([CH:31]2[CH2:36][CH2:35][N:34]([C:2]3[C:7]([C:8](=[O:10])[CH3:9])=[C:6]([NH:11][C:12]4[CH:13]=[N:14][C:15]([S:18]([CH3:21])(=[O:20])=[O:19])=[CH:16][CH:17]=4)[N:5]=[CH:4][N:3]=3)[CH2:33][CH2:32]2)[O:28][N:27]=1)([CH3:25])[CH3:24] |f:1.2,3.4.5|. Procedure: To a solution of 1-[4-chloro-6-(6-methanesulfonyl-pyridin-3-ylamino)-pyrimidin-5-yl]-ethanone (0.21 mmol, 70 mg) and 4-(3-isopropyl-[1,2,4]oxadiazol-5-yl)-piperidine hydrochloride (0.21 mmol, 49 mg) in N,N-dimethyl formamide (500 uL) was added potassium carbonate (0.21 mmol, 29 mg). The mixture was microwaved at 100° C. for 150 seconds. Its progress was monitored by thin layer chromatography and LCMS. The reaction was treated with water and the desired compound was extracted in ethyl acetate. Or...